From a dataset of the Open Reaction Database (ORD), a public repository of structured organic reaction records. describe an organic reaction: reactants, conditions, products, and yield The reactants are CC(=O)OC(C)=O, CN=C(Nc1cc(Cl)cc(Cl)c1)N1CCN(c2ccc(O)cc2OC)CC1, ClCCl, O, c1ccncc1. Yields the product CN=C(Nc1cc(Cl)cc(Cl)c1)N1CCN(c2ccc(OC(C)=O)cc2OC)CC1. Reaction SMILES: [CH3:34][C:35](=[O:36])[O:37][C:38](=[O:39])[CH3:40].[Cl:1][c:2]1[cH:3][c:4]([NH:9][C:10](=[N:11][CH3:12])[N:13]2[CH2:14][CH2:15][N:16]([c:19]3[c:20]([O:26][CH3:27])[cH:21][c:22]([OH:25])[cH:23][cH:24]3)[CH2:17][CH2:18]2)[cH:5][c:6]([Cl:8])[cH:7]1.[Cl:42][CH2:43][Cl:44].[OH2:41].[cH:28]1[cH:29][cH:30][n:31][cH:32][cH:33]1>>[Cl:1][c:2]1[cH:3][c:4]([NH:9][C:10](=[N:11][CH3:12])[N:13]2[CH2:14][CH2:15][N:16]([c:19]3[c:20]([O:26][CH3:27])[cH:21][c:22]([O:25][C:35]([CH3:34])=[O:36])[cH:23][cH:24]3)[CH2:17][CH2:18]2)[cH:5][c:6]([Cl:8])[cH:7]1. Starting materials: COC1=C2C(=C(N=C1)C1=CC=C(C=C1)N1CCNCC1)NC=C2C(C(=O)N2CCN(CC2)C2=NN=NN2C2=NC=CC=C2)=O (1-(4-methoxy-7-(4-(piperazin-1-yl)phenyl)-1H-pyrrolo[2,3-c]pyridin-3-yl)-2-(4-(1-(pyridin-2-yl)-1H-tetrazol-5-yl)piperazin-1-yl)ethane-1,2-dione), TEA, C(OC(C)C)(=O)Cl (isopropyl carbonochloridate). Solvent: C1CCOC1 (THF), CN(C)C=O (DMF). Run at time 3 hour. The product is COC1=C2C(=C(N=C1)C1=CC=C(C=C1)N1CCN(CC1)C(=O)OC(C)C)NC=C2C(C(N2CCN(CC2)C2=NN=NN2C2=NC=CC=C2)=O)=O (isopropyl 4-(4-(4-methoxy-3-(2-oxo-2-(4-(1-(pyridin-2-yl)-1H-tetrazol-5-yl)piperazin-1-yl)acetyl)-1H-pyrrolo[2,3-c]pyridin-7-yl)phenyl)piperazine-1-carboxylate). Yield: 35.0%. As a reaction SMILES: [CH3:1][O:2][C:3]1[CH:8]=[N:7][C:6]([C:9]2[CH:14]=[CH:13][C:12]([N:15]3[CH2:20][CH2:19][NH:18][CH2:17][CH2:16]3)=[CH:11][CH:10]=2)=[C:5]2[NH:21][CH:22]=[C:23]([C:24](=[O:44])[C:25]([N:27]3[CH2:32][CH2:31][N:30]([C:33]4[N:37]([C:38]5[CH:43]=[CH:42][CH:41]=[CH:40][N:39]=5)[N:36]=[N:35][N:34]=4)[CH2:29][CH2:28]3)=[O:26])[C:4]=12.[C:45](Cl)(=[O:50])[O:46][CH:47]([CH3:49])[CH3:48]>C1COCC1.CN(C=O)C>[CH3:1][O:2][C:3]1[CH:8]=[N:7][C:6]([C:9]2[CH:14]=[CH:13][C:12]([N:15]3[CH2:16][CH2:17][N:18]([C:45]([O:46][CH:47]([CH3:49])[CH3:48])=[O:50])[CH2:19][CH2:20]3)=[CH:11][CH:10]=2)=[C:5]2[NH:21][CH:22]=[C:23]([C:24](=[O:44])[C:25](=[O:26])[N:27]3[CH2:32][CH2:31][N:30]([C:33]4[N:37]([C:38]5[CH:43]=[CH:42][CH:41]=[CH:40][N:39]=5)[N:36]=[N:35][N:34]=4)[CH2:29][CH2:28]3)[C:4]=12. Procedure: To a solution of 1-(4-methoxy-7-(4-(piperazin-1-yl)phenyl)-1H-pyrrolo[2,3-c]pyridin-3-yl)-2-(4-(1-(pyridin-2-yl)-1H-tetrazol-5-yl)piperazin-1-yl)ethane-1,2-dione (50 mg, 0.084 mmol) in THF (1 mL) and DMF (1 mL) were added TEA (0.023 mL, 0.168 mmol) and isopropyl carbonochloridate (13.42 mg, 0.109 mmol) at room temperature. The reaction was stirred for 3 hours. The reaction mixture was concentrated under reduced pressure. The resulting crude was purified by prep HPLC to give isopropyl 4-(4-(4-met... Reactants: O=C1CCC(=O)N1Br, O=C(OOC(=O)c1ccccc1)c1ccccc1, ClC(Cl)(Cl)Cl, CCOC(=O)c1sc(Oc2ccccc2)nc1C. Product: CCOC(=O)c1sc(Oc2ccccc2)nc1CBr. Reaction SMILES: [Br:19][N:20]1[C:21](=[O:22])[CH2:23][CH2:24][C:25]1=[O:26].[C:27]([O:28][O:29][C:30](=[O:31])[c:32]1[cH:33][cH:34][cH:35][cH:36][cH:37]1)(=[O:38])[c:39]1[cH:40][cH:41][cH:42][cH:43][cH:44]1.[C:45]([Cl:46])([Cl:47])([Cl:48])[Cl:49].[CH2:1]([CH3:2])[O:3][C:4](=[O:5])[c:6]1[c:7]([CH3:18])[n:8][c:9]([O:11][c:12]2[cH:13][cH:14][cH:15][cH:16][cH:17]2)[s:10]1>>[CH2:1]([CH3:2])[O:3][C:4](=[O:5])[c:6]1[c:7]([CH2:18][Br:19])[n:8][c:9]([O:11][c:12]2[cH:13][cH:14][cH:15][cH:16][cH:17]2)[s:10]1.